Dataset: the Open Reaction Database (ORD), a public repository of structured organic reaction records. Task: describe an organic reaction: reactants, conditions, products, and yield Product: O=C(O)c1nc2ccc(Cl)nn2n1. RXN SMILES: [Cl:1][c:2]1[cH:3][cH:4][c:5]2[n:6]([n:7]1)[n:8][c:9]([CH3:11])[n:10]2.[Cr:19]([O:20][Cr:21]([O-:22])(=[O:23])=[O:24])([O-:25])(=[O:26])=[O:27].[Na+:28].[Na+:29].[OH2:17].[OH2:18].[OH2:30].[S:12](=[O:13])(=[O:14])([OH:15])[OH:16]>>[Cl:1][c:2]1[cH:3][cH:4][c:5]2[n:6]([n:7]1)[n:8][c:9]([C:11](=[O:17])[OH:18])[n:10]2. Reactants: Cc1nc2ccc(Cl)nn2n1, O=[Cr](=O)([O-])O[Cr](=O)(=O)[O-], [Na+], [Na+], O, O, O, O=S(=O)(O)O.